From a dataset of the Open Reaction Database (ORD), a public repository of structured organic reaction records. describe an organic reaction: reactants, conditions, products, and yield As a reaction SMILES: [C:19]([Br:20])([Br:21])([Br:22])[Br:23].[C:1]([CH3:2])([CH3:3])([CH3:4])[O:5][C:6]([N:7]([CH3:8])[CH2:9][c:10]1[cH:11][c:12]([CH2:16][OH:17])[cH:13][cH:14][cH:15]1)=[O:18].[Cl:43][CH2:44][Cl:45].[c:24]1([P:25]([c:26]2[cH:27][cH:28][cH:29][cH:30][cH:31]2)[c:32]2[cH:33][cH:34][cH:35][cH:36][cH:37]2)[cH:38][cH:39][cH:40][cH:41][cH:42]1>>[C:1]([CH3:2])([CH3:3])([CH3:4])[O:5][C:6]([N:7]([CH3:8])[CH2:9][c:10]1[cH:11][c:12]([CH2:16][Br:20])[cH:13][cH:14][cH:15]1)=[O:18]. Starting materials: BrC(Br)(Br)Br, CN(Cc1cccc(CO)c1)C(=O)OC(C)(C)C, ClCCl, c1ccc(P(c2ccccc2)c2ccccc2)cc1. Yields the product CN(Cc1cccc(CBr)c1)C(=O)OC(C)(C)C. Reactants: C(C1=CC=CC=C1)OC1=CC=C(C(=O)NNC(=O)OC(C)(C)C)C=C1 (tert-butyl 2-[4-(benzyloxy)benzoyl]hydrazinecarboxylate). Reagents/catalysts: [Pd] (Pd—C). The solvent is CO (MeOH), C(Cl)Cl (CH2Cl2), C(C)O (ethanol). Product: OC1=CC=C(C(=O)NNC(=O)OC(C)(C)C)C=C1 (tert-butyl 2-(4-hydroxybenzoyl)hydrazine carboxylate). Yield: 95.7%. RXN SMILES: C([O:8][C:9]1[CH:25]=[CH:24][C:12]([C:13]([NH:15][NH:16][C:17]([O:19][C:20]([CH3:23])([CH3:22])[CH3:21])=[O:18])=[O:14])=[CH:11][CH:10]=1)C1C=CC=CC=1>C(O)C.CO.C(Cl)Cl.[Pd]>[OH:8][C:9]1[CH:10]=[CH:11][C:12]([C:13]([NH:15][NH:16][C:17]([O:19][C:20]([CH3:21])([CH3:23])[CH3:22])=[O:18])=[O:14])=[CH:24][CH:25]=1. Reported procedure: A solution of tert-butyl 2-[4-(benzyloxy)benzoyl]hydrazinecarboxylate (975 mg, 2.85 mmol) in presence of catalytic amount of Pd—C 10% in ethanol (40 mL) is hydrogenated for 3 hours. After filtration on celite, the residue is purified on column chromatography (silica gel, 10% MeOH in CH2Cl2) and tert-butyl 2-(4-hydroxybenzoyl)hydrazine carboxylate (0.688 g, yield: 96%) was identified by NMR spectroscopy. Procedure details: 1-(2-chloro-5-fluoropyridin-3-yl)cyclopropanecarbonitrile (intermediate 16, 0.400 g, 2.034 mmol) was dissolved in a mixture of water (6 mL) and concentrated sulfuric acid (6 mL). The reaction was heated at 105° C. and stirred for 3½ hours. The reaction was cooled and ice (˜200 mL) and ethyl acetate (200 mL) were added. The pH was carefully adjusted to about 9 and the phases separated. The organic was discarded and the aqueous was reacidified to about pH 1 using 5 N hydrochloric acid. It was extr... The reactants are ClC1=NC=C(C=C1C1(CC1)C#N)F (1-(2-chloro-5-fluoropyridin-3-yl)cyclopropanecarbonitrile), ClC1=NC=C(C=C1C1(CC1)C#N)F (1-(2-chloro-5-fluoropyridin-3-yl)cyclopropanecarbonitrile), O (water), ice, C(C)(=O)OCC (ethyl acetate). Conditions: temperature 105 celsius. RXN SMILES: [Cl:1][C:2]1[C:7]([C:8]2([C:11]#N)[CH2:10][CH2:9]2)=[CH:6][C:5]([F:13])=[CH:4][N:3]=1.C(OCC)(=[O:16])C.[OH2:20]>S(=O)(=O)(O)O>[Cl:1][C:2]1[C:7]([C:8]2([C:11]([OH:16])=[O:20])[CH2:10][CH2:9]2)=[CH:6][C:5]([F:13])=[CH:4][N:3]=1. Yield: 92.0%. Solvent: S(O)(O)(=O)=O (sulfuric acid). Product: ClC1=NC=C(C=C1C1(CC1)C(=O)O)F (1-(2-chloro-5-fluoropyridin-3-yl)cyclopropanecarboxylic acid). Reactants: OC=1C=C(C=O)C=CC1O (3,4-dihydroxybenzaldehyde), O (water), [H-].[Na+] (sodium hydride), C(C1=CC=CC=C1)Cl (benzyl chloride). Run in CN(C=O)C (N,N-dimethylformamide), CN(C=O)C (N,N-dimethylformamide). Reaction conditions: time 30 minute. The product is C(C1=CC=CC=C1)OC=1C=C(C=O)C=CC1O (3-benzyloxy-4-hydroxybenzaldehyde). As a reaction SMILES: [H-].[Na+].[OH:3][C:4]1[CH:5]=[C:6]([CH:9]=[CH:10][C:11]=1[OH:12])[CH:7]=[O:8].[CH2:13](Cl)[C:14]1[CH:19]=[CH:18][CH:17]=[CH:16][CH:15]=1.O>CN(C)C=O>[CH2:13]([O:3][C:4]1[CH:5]=[C:6]([CH:9]=[CH:10][C:11]=1[OH:12])[CH:7]=[O:8])[C:14]1[CH:19]=[CH:18][CH:17]=[CH:16][CH:15]=1 |f:0.1|. Procedure details: Under atmosphere of argon, to a suspension of sodium hydride (63%, 57.1 g) in anhydrous N,N-dimethylformamide (540 ml) was added a solution of 3,4-dihydroxybenzaldehyde (103.5 g) in anhydrous N,N-dimethylformamide (500 ml) dropwise slowly under cooling with ice. The reaction mixture was stirred for 30 minutes at room temperature, and to the mixture was added benzyl chloride (104 ml) under cooling with ice and it was stirred for 15 hours at room temperature. To the mixture was added water under c... The reactants are C[N+]1([O-])CCOCC1, CCC[N+](CCC)(CCC)CCC, ClCCl, N#Cc1cc(C(O)c2cc(F)cc(F)c2)ccc1F, O=[Ru](=O)(=O)[O-], O. Yields the product N#Cc1cc(C(=O)c2cc(F)cc(F)c2)ccc1F. Reaction SMILES: [CH3:21][N+:22]1([O-:23])[CH2:24][CH2:25][O:26][CH2:27][CH2:28]1.[CH3:37][CH2:38][CH2:39][N+:40]([CH2:41][CH2:42][CH3:43])([CH2:44][CH2:45][CH3:46])[CH2:47][CH2:48][CH3:49].[Cl:29][CH2:30][Cl:31].[F:1][c:2]1[cH:3][c:4]([CH:9]([c:10]2[cH:11][cH:12][c:13]([F:18])[c:14]([C:15]#[N:16])[cH:17]2)[OH:19])[cH:5][c:6]([F:8])[cH:7]1.[O-:32][Ru:33](=[O:34])(=[O:35])=[O:36].[OH2:20]>>[F:1][c:2]1[cH:3][c:4]([C:9]([c:10]2[cH:11][cH:12][c:13]([F:18])[c:14]([C:15]#[N:16])[cH:17]2)=[O:19])[cH:5][c:6]([F:8])[cH:7]1. The reactants are O (water), O=C(CCC(=O)O)N1CCCC1 (4-Oxo-4-(1-pyrrolidinyl)butyric acid), [H-].[Al+3].[Li+].[H-].[H-].[H-] (lithium aluminum hydride), O (water), [OH-].[Na+] (NaOH). Run in C1CCOC1 (THF). Conditions: time 0.5 hour. Product: N1(CCCC1)CCCCO (4-(1-Pyrrolidinyl)butanol). Isolated yield 83.8%. As a reaction SMILES: O=[C:2]([N:8]1[CH2:12][CH2:11][CH2:10][CH2:9]1)[CH2:3][CH2:4][C:5](O)=[O:6].[H-].[Al+3].[Li+].[H-].[H-].[H-].O.[OH-].[Na+]>C1COCC1>[N:8]1([CH2:2][CH2:3][CH2:4][CH2:5][OH:6])[CH2:12][CH2:11][CH2:10][CH2:9]1 |f:1.2.3.4.5.6,8.9|. Procedure details: 4-Oxo-4-(1-pyrrolidinyl)butyric acid (0.30 g; 1.75 mmol) in 10 mL of THF in an argon-filled flask was treated with lithium aluminum hydride (0.17 g; 4.38 mmol) at 70° C. for 4 h. After cooling the mixture to room temperature, hydrolysis was effected by addition of 0.17 mL each of water and 5 N NaOH, followed by 0.51 mL of water. Stirring was continued for 0.5 h. The mixture was filtered and concentrated under reduced pressure to give the title compound as a colorless oil (0.21 g; 84% yield). Reactants: O1C(CCC1)COC(=O)C=1C(C(=C(NC1C)C)C(=O)OC)C1=C(C=CC=C1)Br (4-(2-bromophenyl)-2,6-dimethyl-1,4-dihydropyridine-3,5-dicarboxylic acid 3-methyl ester 5-(tetrahydrofuran-2-ylmethyl) ester), [Cr](=O)(=O)([O-])Cl.[NH+]1=CC=CC=C1 (pyridinium chlorochromate). Reaction conditions: time 6 hour. Product: O1C(CCC1)COC(=O)C=1C(=C(C(=NC1C)C)C(=O)OC)C1=C(C=CC=C1)Br (4-(2-Bromophenyl)-2,6-dimethyl pyridine-3,5-dicarboxylic acid 3-methyl ester 5-(tetrahydrofuran-2-ylmethyl) ester). RXN SMILES: [O:1]1[CH2:5][CH2:4][CH2:3][CH:2]1[CH2:6][O:7][C:8]([C:10]1[CH:11]([C:22]2[CH:27]=[CH:26][CH:25]=[CH:24][C:23]=2[Br:28])[C:12]([C:18]([O:20][CH3:21])=[O:19])=[C:13]([CH3:17])[NH:14][C:15]=1[CH3:16])=[O:9].[Cr](Cl)([O-])(=O)=O.[NH+]1C=CC=CC=1>>[O:1]1[CH2:5][CH2:4][CH2:3][CH:2]1[CH2:6][O:7][C:8]([C:10]1[C:11]([C:22]2[CH:27]=[CH:26][CH:25]=[CH:24][C:23]=2[Br:28])=[C:12]([C:18]([O:20][CH3:21])=[O:19])[C:13]([CH3:17])=[N:14][C:15]=1[CH3:16])=[O:9] |f:1.2|. Reported procedure: A mixture of 10 g (0.022 mol) of 4-(2-bromophenyl)-2,6-dimethyl-1,4-dihydropyridine-3,5-dicarboxylic acid 3-methyl ester 5-(tetrahydrofuran-2-ylmethyl) ester, obtained according A), and 80 g (0.067 mol) of pyridinium chlorochromate absorbed on alumina, was suspended on 220 ml of CH2Cl2, and the mixture was stirred at room temperature for 6 hours.